From a dataset of the Open Reaction Database (ORD), a public repository of structured organic reaction records. describe an organic reaction: reactants, conditions, products, and yield Starting materials: COC(=O)CCC(C)C(=O)O, ClCCl, O=C(Cl)C(=O)Cl. Product: COC(=O)CCC(C)C(=O)Cl. As a reaction SMILES: [C:7](=[O:8])([O:9][CH3:10])[CH2:11][CH2:12][CH:13]([C:14](=[O:15])[OH:16])[CH3:17].[CH2:18]([Cl:19])[Cl:20].[Cl:1][C:2]([C:3]([Cl:4])=[O:5])=[O:6]>>[Cl:1][C:14]([CH:13]([CH2:12][CH2:11][C:7](=[O:8])[O:9][CH3:10])[CH3:17])=[O:15]. Reactants: Clc1cccc2c(CBr)csc12, CC(C)(C)[O-], CN(C)C=O, OC(Cn1ccnc1)c1ccc(Cl)cc1Cl, [K+]. The product is Clc1ccc(C(Cn2ccnc2)OCc2csc3c(Cl)cccc23)c(Cl)c1. Reaction SMILES: [Br:23][CH2:24][c:25]1[c:26]2[c:27]([s:28][cH:29]1)[c:30]([Cl:34])[cH:31][cH:32][cH:33]2.[CH3:1][C:2]([CH3:3])([O-:4])[CH3:5].[CH3:35][N:36]([CH3:37])[CH:38]=[O:39].[Cl:7][c:8]1[c:9]([CH:15]([CH2:16][n:17]2[cH:18][n:19][cH:20][cH:21]2)[OH:22])[cH:10][cH:11][c:12]([Cl:14])[cH:13]1.[K+:6]>>[Cl:7][c:8]1[c:9]([CH:15]([CH2:16][n:17]2[cH:18][n:19][cH:20][cH:21]2)[O:22][CH2:24][c:25]2[c:26]3[c:27]([s:28][cH:29]2)[c:30]([Cl:34])[cH:31][cH:32][cH:33]3)[cH:10][cH:11][c:12]([Cl:14])[cH:13]1. Starting materials: CCOC(=O)CSc1cnc(NC(=O)N(C2CCCCC2)C2CCCN(C(C)=O)C2)s1, CCOC(=O)CSc1cnc(N)s1, CC(=O)N1CCCC(NC2CCCCC2)C1. Yields the product CC(=O)N1CCCC(N(C(=O)Nc2ncc(SCC(=O)O)s2)C2CCCCC2)C1. RXN SMILES: [CH2:1]([CH3:2])[O:3][C:4]([CH2:5][S:6][c:7]1[cH:8][n:9][c:10]([NH:12][C:13](=[O:14])[N:15]([CH:16]2[CH2:17][CH2:18][CH2:19][CH2:20][CH2:21]2)[CH:22]2[CH2:23][N:24]([C:28]([CH3:29])=[O:30])[CH2:25][CH2:26][CH2:27]2)[s:11]1)=[O:31].[CH2:48]([O:49][C:50](=[O:51])[CH2:52][S:53][c:54]1[s:55][c:56]([NH2:57])[n:58][cH:59]1)[CH3:60].[CH:32]1([NH:33][CH:34]2[CH2:35][CH2:36][CH2:37][N:38]([C:39](=[O:40])[CH3:41])[CH2:42]2)[CH2:43][CH2:44][CH2:45][CH2:46][CH2:47]1>>[O:3]=[C:4]([CH2:5][S:6][c:7]1[cH:8][n:9][c:10]([NH:12][C:13](=[O:14])[N:15]([CH:16]2[CH2:17][CH2:18][CH2:19][CH2:20][CH2:21]2)[CH:22]2[CH2:23][N:24]([C:28]([CH3:29])=[O:30])[CH2:25][CH2:26][CH2:27]2)[s:11]1)[OH:31]. The reactants are FC1=CC=C(C=C1)C1=C(C=C(C(N1)=O)C#N)C1=CC=C(C=C1)S(=O)(=O)C (1,2-dihydro-6-(4-fluorophenyl)-5-[4-(methylsulfonyl)phenyl]-2-oxo-pyridine-3-carbonitrile), CC1=C(C=C(C=C1)C)C (1,2,4-trimethylbenzene), [K+].[Br-] (KBr), PBr5. Run in O (water). Reaction conditions: temperature 80 celsius. The product is BrC1=NC(=C(C=C1C#N)C1=CC=C(C=C1)S(=O)(=O)C)C1=CC=C(C=C1)F (2-Bromo-6-(4-fluorophenyl)-5-[4-(methylsulfonyl)phenyl]-pyridine-3-carbonitrile). Isolated yield 70.5%. As a reaction SMILES: [F:1][C:2]1[CH:7]=[CH:6][C:5]([C:8]2[NH:13][C:12](=O)[C:11]([C:15]#[N:16])=[CH:10][C:9]=2[C:17]2[CH:22]=[CH:21][C:20]([S:23]([CH3:26])(=[O:25])=[O:24])=[CH:19][CH:18]=2)=[CH:4][CH:3]=1.CC1C=CC(C)=CC=1C.[K+].[Br-:37]>O>[Br:37][C:12]1[C:11]([C:15]#[N:16])=[CH:10][C:9]([C:17]2[CH:22]=[CH:21][C:20]([S:23]([CH3:26])(=[O:25])=[O:24])=[CH:19][CH:18]=2)=[C:8]([C:5]2[CH:6]=[CH:7][C:2]([F:1])=[CH:3][CH:4]=2)[N:13]=1 |f:2.3|. Reported procedure: A mixture of 1,2-dihydro-6-(4-fluorophenyl)-5-[4-(methylsulfonyl)phenyl]-2-oxo-pyridine-3-carbonitrile (Example 2, Step 3) (0.66 g, 1.81 mMol), 12 ml of 1,2,4-trimethylbenzene, 1.0 g of KBr, and 5 g of PBr5 was heated to 80° C. for 2 hours and then to 180° C. overnight. The reaction mixture was cooled to room temperature and stirred with 75 ml of water for 1 hour. The organic portion was extracted into dichloromethane. The dichloromethane extract was washed once with brine, dried over MgSO4, and... Starting materials: C(=O)(C(F)(F)F)O (TFA), NC(CC1=C(CNC([C@H]2N(CCC2)C([C@@H](C2CCCCC2)NC(=O)OC(C)(C)C)=O)=O)C=C(C=C1)Cl)C(F)(F)F (N-[2-(2-amino-3,3,3-trifluoropropyl)-5-chlorobenzyl]-1-{(2R)-2-[(tert-butoxycarbonyl)amino]-2-cyclohexylethanoyl}-L-prolinamide). Run in C(Cl)Cl (CH2Cl2). Product: N[C@@H](C(=O)N1[C@H](C(=O)NCC2=C(C=CC(=C2)Cl)CC(C(F)(F)F)N)CCC1)C1CCCCC1 (1-[(2R)-2-Amino-2-cyclohexylethanoyl]-N-[2-(2-amino-3,3,3-trifluoropropyl)-5-chlorobenzyl]-L-prolinamide). RXN SMILES: C(O)(C(F)(F)F)=O.[NH2:8][CH:9]([C:44]([F:47])([F:46])[F:45])[CH2:10][C:11]1[CH:42]=[CH:41][C:40]([Cl:43])=[CH:39][C:12]=1[CH2:13][NH:14][C:15](=[O:38])[C@@H:16]1[CH2:20][CH2:19][CH2:18][N:17]1[C:21](=[O:37])[C@H:22]([NH:29]C(OC(C)(C)C)=O)[CH:23]1[CH2:28][CH2:27][CH2:26][CH2:25][CH2:24]1>C(Cl)Cl>[NH2:29][C@H:22]([CH:23]1[CH2:24][CH2:25][CH2:26][CH2:27][CH2:28]1)[C:21]([N:17]1[CH2:18][CH2:19][CH2:20][C@H:16]1[C:15]([NH:14][CH2:13][C:12]1[CH:39]=[C:40]([Cl:43])[CH:41]=[CH:42][C:11]=1[CH2:10][CH:9]([NH2:8])[C:44]([F:46])([F:47])[F:45])=[O:38])=[O:37]. Reported procedure: TFA (2.5 mL) was added to a stirred solution of N-[2-(2-amino-3,3,3-trifluoropropyl)-5-chlorobenzyl]-1-{(2R)-2-[(tert-butoxycarbonyl)amino]-2-cyclohexylethanoyl}-L-prolinamide (0.282 g, 0.48 mmol) in CH2Cl2 (5 mL) and after 1 h the solvent was evaporated in vacuo and the residue was partitioned between EtOAc and saturated aqueous Na2CO3. The organic layer was dried (Na2SO4) and evaporated in vacuo to give the title compound as a foam; MS m/z=489.6. Reactants: BrCCOC1=CC=C(C#N)C=C1 (4-(2-bromoethoxy)benzonitrile), TEA, C12CN(CC(CNC1)C2)C(=O)OC(C)(C)C (tert-Butyl 3,7-diazabicyclo[3.3.1]nonane-3-carboxylate). Solvent: CC#N (MeCN). Reaction conditions: temperature 60 celsius, time 8 hour. Yields the product C(C)(C)(C)OC(=O)N1CC2CN(CC(C1)C2)CCOC2=CC=C(C=C2)C#N (7-[2-(4-Cyanophenoxy)ethyl]-3,7-diazabicyclo[3.3.1]nonane-3-carboxylic acid tert-butyl ester). The yield is 72.0%. As a reaction SMILES: [CH:1]12[CH2:9][CH:5]([CH2:6][NH:7][CH2:8]1)[CH2:4][N:3]([C:10]([O:12][C:13]([CH3:16])([CH3:15])[CH3:14])=[O:11])[CH2:2]2.Br[CH2:18][CH2:19][O:20][C:21]1[CH:28]=[CH:27][C:24]([C:25]#[N:26])=[CH:23][CH:22]=1>CC#N>[C:13]([O:12][C:10]([N:3]1[CH2:2][CH:1]2[CH2:9][CH:5]([CH2:6][N:7]([CH2:18][CH2:19][O:20][C:21]3[CH:28]=[CH:27][C:24]([C:25]#[N:26])=[CH:23][CH:22]=3)[CH2:8]2)[CH2:4]1)=[O:11])([CH3:16])([CH3:15])[CH3:14]. Procedure: tert-Butyl-3,7-diazabicyclo[3.3.1]nonane-3-carboxylate (3.62 g; 16 mmol; see Example F above) was added to added to a stirred solution of 4-(2-bromoethoxy)benzonitrile (3.62g; 16 mmol; see Example 67(a) above) and TEA (3.34 mL; 24 mmol) in MeCN (70 mL) and the reaction mixture was stirred at 60° C. overnight and then stored at room temperature for 48 h. The solids were filtered off, washed with IPA (2×100 mL) and the filtrate concentrated. The residue was partitioned between DCM and NaHCO3 (sat....